From a dataset of the Open Reaction Database (ORD), a public repository of structured organic reaction records. describe an organic reaction: reactants, conditions, products, and yield Starting materials: CC1(C(N(CC1)C(=O)OC(C)(C)C)=O)C (3,3-dimethyl-1-(t-butoxycarbonyl)pyrrolidin-2-one), [BH4-].[Na+] (sodium borohydride). The solvent is C(C)O (ethanol). Run at time 24 hour. Product: C(C)(C)(C)OC(=O)NCCC(CO)(C)C (4-(t-butoxycarbonylamino)-2,2-dimethylbutanol). The yield is 92.9%. RXN SMILES: [CH3:1][C:2]1([CH3:15])[CH2:6][CH2:5][N:4]([C:7]([O:9][C:10]([CH3:13])([CH3:12])[CH3:11])=[O:8])[C:3]1=[O:14].[BH4-].[Na+]>C(O)C>[C:10]([O:9][C:7]([NH:4][CH2:5][CH2:6][C:2]([CH3:15])([CH3:1])[CH2:3][OH:14])=[O:8])([CH3:13])([CH3:12])[CH3:11] |f:1.2|. Procedure details: A solution of 3,3-dimethyl-1-(t-butoxycarbonyl)pyrrolidin-2-one (3.35 g, 15.7 mmol) in absolute ethanol under a nitrogen atmosphere was treated with sodium borohydride (1.79 g, 47.1 mmol). The resulting mixture was stirred at ambient tempeature for about 24 hours. The progress of the reaction was monitored by thin layer chromatography. The reaction mixture was concentrated in vacuo. The residue was dissolved in ethyl acetate and washed with sodium bicarbonate. The aqueous fraction was back extra... Procedure: A solution of Example 120B (1.59 g, 3.05 mmol) in 20 mL of dichloromethane at 0° C. was treated with trfluoroacetic acid (5 mL), stirred at 23° C. for 1 hour, concentrated, dissolved in ethyl acetate, washed with saturated NaHCO3 and brine, dried over Na2SO4, filtered, and concentrated. Purification on silica gel with 5% methanol/dichloromethane provided 820 mg (84%) of the desired product. Reaction SMILES: CC(C)(OC([O:7][N:8]([CH:16]([CH3:35])[CH2:17][CH2:18][S:19]([C:22]1[CH:27]=[CH:26][C:25]([O:28][C:29]2[CH:34]=[CH:33][CH:32]=[CH:31][CH:30]=2)=[CH:24][CH:23]=1)(=[O:21])=[O:20])C(=O)OC(C)(C)C)=O)C>ClCCl>[OH:7][NH:8][CH:16]([CH3:35])[CH2:17][CH2:18][S:19]([C:22]1[CH:27]=[CH:26][C:25]([O:28][C:29]2[CH:34]=[CH:33][CH:32]=[CH:31][CH:30]=2)=[CH:24][CH:23]=1)(=[O:20])=[O:21]. Run in ClCCl (dichloromethane). Reactants: CC(C)(OC(=O)ON(C(OC(C)(C)C)=O)C(CCS(=O)(=O)C1=CC=C(C=C1)OC1=CC=CC=C1)C)C ((±)-1,1-dimethylethyl (((1,1-dimethylethoxy)carbonyl)oxy)(3-((4-phenoxyphenyl)-sulfonyl)-1-methylpropyl)carbamate), acid. The product is ONC(CCS(=O)(=O)C1=CC=C(C=C1)OC1=CC=CC=C1)C ((±)-N-hydroxy-1-methyl-3-((4-phenoxyphenyl)sulfonyl)propanamine). Reaction conditions: temperature 23 celsius, time 1 hour. The yield is 83.7%. Reactants: [Na] (sodium), S (hydrogen sulfide), CC1=NC=C(C(=C1OC(=O)OCC)COC(=O)OCC)CCl (2-methyl-3-ethoxycarbonyloxy-4-ethoxycarbonyloxymethyl-5-chloromethylpyridine), S (hydrogen sulfide). The solvent is CN(C=O)C (dimethylformamide). Yields the product CC1=NC=C(C(=C1OC(=O)OCC)COC(=O)OCC)CS (2-methyl-3-ethoxycarbonyloxy-4-ethoxycarbonyloxymethyl-5-mercaptomethylpyridine). RXN SMILES: [Na].[CH3:2][C:3]1[C:8]([O:9][C:10]([O:12][CH2:13][CH3:14])=[O:11])=[C:7]([CH2:15][O:16][C:17]([O:19][CH2:20][CH3:21])=[O:18])[C:6]([CH2:22]Cl)=[CH:5][N:4]=1.[SH2:24]>CN(C)C=O>[CH3:2][C:3]1[C:8]([O:9][C:10]([O:12][CH2:13][CH3:14])=[O:11])=[C:7]([CH2:15][O:16][C:17]([O:19][CH2:20][CH3:21])=[O:18])[C:6]([CH2:22][SH:24])=[CH:5][N:4]=1 |^1:0|. Procedure: A solution of 0.4 moles sodium in absolute dimethylformamide is saturated by passing in hydrogen sulfide for 5 hours. There is then added in portions 0.05 moles of 2-methyl-3-ethoxycarbonyloxy-4-ethoxycarbonyloxymethyl-5-chloromethylpyridine and the mixture stirred overnight at room temperature with hydrogen sulfide slowly bubbling through the mixture. The reaction mixture is then concentrated in vacuo and taken up between ethyl acetate and water containing acetic acid. The ethyl acetate layer i... Starting materials: CCOC(=O)c1ccc(Oc2ncccc2Br)cc1, CC(C)(C)OC(=O)N1CC=C(B2OC(C)(C)C(C)(C)O2)CC1, COCCOC, CCO, [Na+], [Na+], O=C([O-])[O-], O. The product is CCOC(=O)c1ccc(Oc2ncccc2C2=CCN(C(=O)OC(C)(C)C)CC2)cc1. As a reaction SMILES: [Br:1][c:2]1[c:3]([O:8][c:9]2[cH:10][cH:11][c:12]([C:13](=[O:14])[O:15][CH2:16][CH3:17])[cH:18][cH:19]2)[n:4][cH:5][cH:6][cH:7]1.[CH3:20][C:21]1([CH3:22])[C:23]([CH3:24])([CH3:25])[O:26][B:27]([C:28]2=[CH:29][CH2:30][N:31]([C:34](=[O:35])[O:36][C:37]([CH3:38])([CH3:39])[CH3:40])[CH2:32][CH2:33]2)[O:41]1.[CH3:48][O:49][CH2:50][CH2:51][O:52][CH3:53].[CH3:54][CH2:55][OH:56].[Na+:42].[Na+:43].[O-:44][C:45](=[O:46])[O-:47].[OH2:57]>>[c:2]1([C:28]2=[CH:29][CH2:30][N:31]([C:34](=[O:35])[O:36][C:37]([CH3:38])([CH3:39])[CH3:40])[CH2:32][CH2:33]2)[c:3]([O:8][c:9]2[cH:10][cH:11][c:12]([C:13](=[O:14])[O:15][CH2:16][CH3:17])[cH:18][cH:19]2)[n:4][cH:5][cH:6][cH:7]1. Reactants: BrC=1C=C(C=CC1)/C=C/CO (trans-3-(3-bromophenyl)-2-propenol), compound ( 9a ), D-(-)-diethyl tartrate, C(C)(=O)OCC (ethyl acetate). The solvent is light petroleum. The product is BrC=1C=C(C=CC1)/C=C/C(=O)OC (Methyl trans-3-(3-bromophenyl)-2-propenoate). The yield is 73.0%. Reaction SMILES: [Br:1][C:2]1[CH:3]=[C:4](/[CH:8]=[CH:9]/[CH2:10][OH:11])[CH:5]=[CH:6][CH:7]=1.[C:12](OCC)(=[O:14])C>>[Br:1][C:2]1[CH:3]=[C:4](/[CH:8]=[CH:9]/[C:10]([O:14][CH3:12])=[O:11])[CH:5]=[CH:6][CH:7]=1. Procedure: The title compound was prepared from trans-3-(3-bromophenyl)-2-propenol by a sequence analogous to that described above for compound (9a) but using D-(-)-diethyl tartrate. Column chromatography (ethyl acetate--light petroleum (b.p. 40-60° C.), 3:7) provided the title compound (73%) as a pale yellow oil. Distilled at 160-185° C. at 0.1 mmHg. using a Kugelrohr short path distillation apparatus as a colourless oil; [α]D25 +37.6 (c=0.020 gml-1, CHCl3). The reactants are NC1=NC(=CC=C1)SCCCC#N (4-(2-aminopyrid-6-ylthio)butyronitrile), C(C)(C)(C)N=C=S (t-butylisothiocyanate), C(CCC)[Li] (n-butyl lithium). The solvent is C1CCOC1 (THF), CCCCCC (hexane). Reaction conditions: time 3 hour. Product: C(C)(C)(C)NC(NC1=NC(=CC=C1)SCCCC#N)=S (4-[2-(3-t-butylthioureido)pyrid-6-ylthio]butyronitrile). Isolated yield 51.4%. Reaction SMILES: [NH2:1][C:2]1[CH:7]=[CH:6][CH:5]=[C:4]([S:8][CH2:9][CH2:10][CH2:11][C:12]#[N:13])[N:3]=1.[C:14]([N:18]=[C:19]=[S:20])([CH3:17])([CH3:16])[CH3:15].C([Li])CCC>C1COCC1.CCCCCC>[C:14]([NH:18][C:19](=[S:20])[NH:1][C:2]1[CH:7]=[CH:6][CH:5]=[C:4]([S:8][CH2:9][CH2:10][CH2:11][C:12]#[N:13])[N:3]=1)([CH3:17])([CH3:16])[CH3:15]. Procedure details: A solution of 4-(2-aminopyrid-6-ylthio)butyronitrile (0.39 g.) and t-butylisothiocyanate (0.25 g.) in THF (10 ml.) was stirred under an argon atmosphere while adding a solution of n-butyl lithium in hexane (1.55M; 2 ml.). The mixture was stirred at room temperature for three hours and then evaporated to dryness. The residue was partitioned between EtOAc and water and the EtOAc phase was dried and evaporated to dryness. The residue was recrystallised from EtOH to give 4-[2-(3-t-butylthioureido)py... Reactants: C1COCCO1, N#CCC1(n2cc(-c3ccnc(Cl)n3)cn2)CC(C#N)C1, Nc1ccc(C(=O)O)cc1, Cc1ccc(S(=O)(=O)O)cc1. Yields the product N#CCC1(n2cc(-c3ccnc(Nc4ccc(C(=O)O)cc4)n3)cn2)CC(C#N)C1. As a reaction SMILES: [CH2:43]1[O:44][CH2:45][CH2:46][O:47][CH2:48]1.[Cl:1][c:2]1[n:3][cH:4][cH:5][c:6](-[c:8]2[cH:9][n:10][n:11]([C:13]3([CH2:19][C:20]#[N:21])[CH2:14][CH:15]([C:17]#[N:18])[CH2:16]3)[cH:12]2)[n:7]1.[NH2:22][c:23]1[cH:24][cH:25][c:26]([C:27](=[O:28])[OH:29])[cH:30][cH:31]1.[c:32]1([CH3:33])[cH:34][cH:35][c:36]([S:37]([OH:38])(=[O:39])=[O:40])[cH:41][cH:42]1>>[c:2]1([NH:22][c:23]2[cH:24][cH:25][c:26]([C:27](=[O:28])[OH:29])[cH:30][cH:31]2)[n:3][cH:4][cH:5][c:6](-[c:8]2[cH:9][n:10][n:11]([C:13]3([CH2:19][C:20]#[N:21])[CH2:14][CH:15]([C:17]#[N:18])[CH2:16]3)[cH:12]2)[n:7]1. Reactants: BrC1=CC=C(C=C1)C (4-bromotoluene), [Mg] (magnesium), B(OC)(OC)OC (trimethyl borate). Solvent: C1CCOC1 (THF), C1CCOC1 (THF). Conditions: temperature -78 celsius. Product: C1(=CC=C(C=C1)B(O)O)C (4-tolylboronic acid). RXN SMILES: Br[C:2]1[CH:7]=[CH:6][C:5]([CH3:8])=[CH:4][CH:3]=1.[Mg].[B:10](OC)([O:13]C)[O:11]C>C1COCC1>[C:5]1([CH3:8])[CH:6]=[CH:7][C:2]([B:10]([OH:13])[OH:11])=[CH:3][CH:4]=1. Procedure details: Under nitrogen, a solution of 94.1 g (0.55 mol) of 4-bromotoluene in 400 mL of anhydrous THF was treated with 14.5 g (0.60 mol) of magnesium turnings. The reaction was stirred at reflux for 2 h, cooled to -78° C., treated with a solution of 156 mL (1.38 mol) of trimethyl borate in 475 mL of THF, stirred for 1 h, and allowed to warm to ambient temperature. The reaction mixture was concentrated in vacuo and partitioned between aqueous base and methylene chloride. The pH of the aqueous phase was ad... Reactants: [Al+3], C1CCOC1, C=C(C)CC1CCN(Cc2ccccc2)C1=O, [H-], [H-], [H-], [H-], [Li+]. Product: C=C(C)CC1CCN(Cc2ccccc2)C1. As a reaction SMILES: [Al+3:2].[CH2:24]1[O:25][CH2:26][CH2:27][CH2:28]1.[CH2:7]([c:8]1[cH:9][cH:10][cH:11][cH:12][cH:13]1)[N:14]1[C:15](=[O:23])[CH:16]([CH2:19][C:20](=[CH2:21])[CH3:22])[CH2:17][CH2:18]1.[H-:1].[H-:4].[H-:5].[H-:6].[Li+:3]>>[CH2:7]([c:8]1[cH:9][cH:10][cH:11][cH:12][cH:13]1)[N:14]1[CH2:15][CH:16]([CH2:19][C:20](=[CH2:21])[CH3:22])[CH2:17][CH2:18]1. Starting materials: C=CCBr, O=C([O-])[O-], CC(=O)c1ccc(F)cc1O, [K+], [K+], CN(C)C=O, O. Yields the product C=CCOc1cc(F)ccc1C(C)=O. As a reaction SMILES: [Br:12][CH2:13][CH:14]=[CH2:15].[C:16](=[O:17])([O-:18])[O-:19].[F:1][c:2]1[cH:3][c:4]([OH:11])[c:5]([C:8]([CH3:9])=[O:10])[cH:6][cH:7]1.[K+:20].[K+:21].[O:22]=[CH:23][N:24]([CH3:25])[CH3:26].[OH2:27]>>[F:1][c:2]1[cH:3][c:4]([O:11][CH2:15][CH:14]=[CH2:13])[c:5]([C:8]([CH3:9])=[O:10])[cH:6][cH:7]1.